This data is from the Open Reaction Database (ORD), a public repository of structured organic reaction records. The task is: describe an organic reaction: reactants, conditions, products, and yield Reactants: Brc1cncc2ccccc12, [Li]CCCC, CN(C)C=O, C1CCOC1. Yields the product O=Cc1cncc2ccccc12. Reaction SMILES: [Br:6][c:7]1[cH:8][n:9][cH:10][c:11]2[cH:12][cH:13][cH:14][cH:15][c:16]12.[CH2:1]([Li:2])[CH2:3][CH2:4][CH3:5].[CH3:17][N:18]([CH:19]=[O:20])[CH3:21].[O:22]1[CH2:23][CH2:24][CH2:25][CH2:26]1>>[c:7]1([CH:19]=[O:20])[cH:8][n:9][cH:10][c:11]2[cH:12][cH:13][cH:14][cH:15][c:16]12. Reactants: F[B-](F)(F)F, CCNCc1ccccn1, CN(C)c1cccc(NCC(=O)O)c1, CCOC(C)=O, CCN(C(C)C)C(C)C, CN(C)C=O, O, CN(C)C(On1nnc2ccccc21)=[N+](C)C. Product: CCN(Cc1ccccn1)C(=O)CNc1cccc(N(C)C)c1. As a reaction SMILES: [B-:34]([F:35])([F:36])([F:37])[F:38].[CH2:1]([CH3:2])[NH:3][CH2:4][c:5]1[n:6][cH:7][cH:8][cH:9][cH:10]1.[CH3:20][N:21]([c:22]1[cH:23][c:24]([NH:28][CH2:29][C:30](=[O:31])[OH:32])[cH:25][cH:26][cH:27]1)[CH3:33].[CH3:61][CH2:62][O:63][C:64](=[O:65])[CH3:66].[CH:11]([N:12]([CH2:13][CH3:14])[CH:15]([CH3:16])[CH3:17])([CH3:18])[CH3:19].[O:56]=[CH:57][N:58]([CH3:59])[CH3:60].[OH2:67].[n:39]1([O:40][C:41]([N:42]([CH3:43])[CH3:44])=[N+:45]([CH3:46])[CH3:47])[c:48]2[cH:49][cH:50][cH:51][cH:52][c:53]2[n:54][n:55]1>>[CH2:1]([CH3:2])[N:3]([CH2:4][c:5]1[n:6][cH:7][cH:8][cH:9][cH:10]1)[C:30]([CH2:29][NH:28][c:24]1[cH:23][c:22]([N:21]([CH3:20])[CH3:33])[cH:27][cH:26][cH:25]1)=[O:32].